Dataset: the Open Reaction Database (ORD), a public repository of structured organic reaction records. Task: describe an organic reaction: reactants, conditions, products, and yield The reactants are O (water), ClC1=C(C#N)C=CC=N1 (2-Chloro-nicotinonitrile), C([O-])([O-])=O.[Cs+].[Cs+] (cesium carbonate), ClC=1C=C(C=CC1)O (3-chlorophenol). Run in CN(C=O)C (dimethylformamide). Product: ClC=1C=C(OC2=C(C#N)C=CC=N2)C=CC1 (2-(3-Chloro-phenoxy)-nicotinonitrile). RXN SMILES: Cl[C:2]1[N:9]=[CH:8][CH:7]=[CH:6][C:3]=1[C:4]#[N:5].C(=O)([O-])[O-].[Cs+].[Cs+].[Cl:16][C:17]1[CH:18]=[C:19]([OH:23])[CH:20]=[CH:21][CH:22]=1.O>CN(C)C=O>[Cl:16][C:17]1[CH:18]=[C:19]([CH:20]=[CH:21][CH:22]=1)[O:23][C:2]1[N:9]=[CH:8][CH:7]=[CH:6][C:3]=1[C:4]#[N:5] |f:1.2.3|. Reported procedure: A solution 2-Chloro-nicotinonitrile (5.0 grams, 36.1 mmole), cesium carbonate (23.5 grams, 72.2 mmole) and 3-chlorophenol (4.65 grams, 36.1 mmole) in dimethylformamide (100 ml) was heated to 80° C. over night. The mixture was cooled and poured into 500 ml water and extracted with diethyl ether. The combined extracts were washed with water and brine, dried over MgSO4, filtered, and concentrated to a white solid (8.21 g). M.P. 88-90° C.; Anal. calcd. for C12H7N2OCl: C, 62.49; H, 3.06; N, 12.15. Fo... The reactants are C(C)OC(C(=CC1=CC(=CC=C1)Br)C#N)=O (3-(3-bromo-phenyl)-2-cyano-acrylic acid ethyl ester), C1(=C(C=CC=C1)[Mg]Cl)C (o-tolylmagnesium chloride). Yields the product C(C)OC(C(C(C1=C(C=CC=C1)C)C1=CC(=CC=C1)Br)C#N)=O (3-(3-Bromo-phenyl)-2-cyano-3-o-tolyl-propionic acid ethyl ester). Reaction SMILES: [CH2:1]([O:3][C:4](=[O:16])[C:5]([C:14]#[N:15])=[CH:6][C:7]1[CH:12]=[CH:11][CH:10]=[C:9]([Br:13])[CH:8]=1)[CH3:2].[C:17]1([CH3:25])[CH:22]=[CH:21][CH:20]=[CH:19][C:18]=1[Mg]Cl>>[CH2:1]([O:3][C:4](=[O:16])[CH:5]([C:14]#[N:15])[CH:6]([C:7]1[CH:12]=[CH:11][CH:10]=[C:9]([Br:13])[CH:8]=1)[C:18]1[CH:19]=[CH:20][CH:21]=[CH:22][C:17]=1[CH3:25])[CH3:2]. Procedure details: In analogy to example 74, step 2, from 3-(3-bromo-phenyl)-2-cyano-acrylic acid ethyl ester and o-tolylmagnesium chloride was prepared the title compound as a colorless oil, MS (ESI−): m/z=370.04 (([M−H]−), 1Br). Starting materials: FC1=CC=C(C=C1)C1=C(C(=O)OC)C=CC(=C1)C=CCO (methyl 2-(4-fluorophenyl)-4-(3-hydroxyprop-1-en-1-yl)benzoate), C1(=CC=CC=C1)P(C1=CC=CC=C1)C1=CC=CC=C1 (triphenylphosphine), BrC(Br)(Br)Br (tetrabromomethane). Solvent: ClCCl (dichloromethane). Product: FC1=CC=C(C=C1)C1=C(C(=O)OC)C=CC(=C1)C=CCBr (methyl 2-(4-fluorophenyl)-4-(3-bromoprop-1-en-1-yl)benzoate). As a reaction SMILES: [F:1][C:2]1[CH:7]=[CH:6][C:5]([C:8]2[CH:17]=[C:16]([CH:18]=[CH:19][CH2:20]O)[CH:15]=[CH:14][C:9]=2[C:10]([O:12][CH3:13])=[O:11])=[CH:4][CH:3]=1.C1(P(C2C=CC=CC=2)C2C=CC=CC=2)C=CC=CC=1.[Br:41]C(Br)(Br)Br>ClCCl>[F:1][C:2]1[CH:7]=[CH:6][C:5]([C:8]2[CH:17]=[C:16]([CH:18]=[CH:19][CH2:20][Br:41])[CH:15]=[CH:14][C:9]=2[C:10]([O:12][CH3:13])=[O:11])=[CH:4][CH:3]=1. Procedure details: A solution of methyl 2-(4-fluorophenyl)-4-(3-hydroxyprop-1-en-1-yl)benzoate (17 g), triphenylphosphine (22.8 g; 87 mmol) and tetrabromomethane (28.8 g; 87 mmol) in dichloromethane (200 ml) was stirred at 0° C. for 1 hour. After filtration of the insoluble material and evaporation to dryness, the residue was purified by flash chromatography eluting with dichloromethanelpetroleum ether (30/70) to give methyl 2-(4-fluorophenyl)-4-(3-bromoprop-1-en-1-yl)benzoate as a mixture of E and Z isomers. Starting materials: C1=CC=CC2=CC=CC=C12 (naphthalene), F[H-]F.[NH4+] (ammonium bifluoride), C1(C=CC(C2=CC=CC=C12)=O)=O (1,4-naphthoquinone), C(C)[Si](C(F)(F)F)(CC)CC (triethyltrifluoromethylsilane). Run at time 1 hour. The product is OC1(C=CC(C2=CC=CC=C12)=O)C(F)(F)F (1,4-Dihydro-4-hydroxy-1-oxo-4-trifluoromethylnaphthalene). Reaction SMILES: F[H-]F.[NH4+].[C:5]1(=[O:16])[C:14]2[C:9](=[CH:10][CH:11]=[CH:12][CH:13]=2)[C:8](=[O:15])[CH:7]=[CH:6]1.C([Si](CC)(CC)[C:20]([F:23])([F:22])[F:21])C.C1C2C(=CC=CC=2)C=CC=1>>[OH:16][C:5]1([C:20]([F:23])([F:22])[F:21])[C:14]2[C:9](=[CH:10][CH:11]=[CH:12][CH:13]=2)[C:8](=[O:15])[CH:7]=[CH:6]1 |f:0.1|. Reported procedure: A mixture of 74 mg (1.3 mmol) of ground ammonium bifluoride, 174 mg (1.1 mmol) of 1,4-naphthoquinone, and 1 mL of N,N-dimethylformam:ide was treated with 239 mg (1.3 mmol) of triethyltrifluoromethylsilane and stirred vigorously at room temperature for one hour. Gas chromatographic analysis of the reaction mixture showed that the major naphthalene-desired product was 1,4-dihydro-4-hydroxy-1-oxo-4-trifluoromethylnaphthalene. The reactants are [H-].[Al+3].[Li+].[H-].[H-].[H-] (lithium aluminum hydride), CC(C(=O)O)CCCC(CC)C (2,6-dimethyl octanoic acid), resultant mixture. Run in CCOCC (ether). Yields the product CC(CO)CCCC(CC)C (2,6-dimethyl-1-octanol). Yield: 79.9%. Reaction SMILES: [H-].[Al+3].[Li+].[H-].[H-].[H-].[CH3:7][CH:8]([CH2:12][CH2:13][CH2:14][CH:15]([CH3:18])[CH2:16][CH3:17])[C:9](O)=[O:10]>CCOCC>[CH3:7][CH:8]([CH2:12][CH2:13][CH2:14][CH:15]([CH3:18])[CH2:16][CH3:17])[CH2:9][OH:10] |f:0.1.2.3.4.5|. Procedure: First, 1.9 g (0.05 mol) of lithium aluminum hydride was suspended in 50 ml of dried ether while being cooled on an ice bath. Then, 8.6 g (0.05 mol) of 2,6-dimethyl octanoic acid was dripped into the resultant mixture, while the mixture was being stirred, and was reacted with the mixture for 20 hours, thereby obtaining 6.32 g of 2,6-dimethyl-1-octanol (V) at yield of 80%. This reaction is described as follows: ##STR6## As a reaction SMILES: Br[C:2]1[CH:3]=[C:4]([C:7](=[O:9])[CH3:8])[S:5][CH:6]=1.[F:10][C:11]([F:22])([F:21])[C:12]1[CH:17]=[CH:16][C:15](B(O)O)=[CH:14][CH:13]=1>>[F:10][C:11]([F:22])([F:21])[C:12]1[CH:17]=[CH:16][C:15]([C:2]2[CH:3]=[C:4]([C:7](=[O:9])[CH3:8])[S:5][CH:6]=2)=[CH:14][CH:13]=1. Yields the product FC(C1=CC=C(C=C1)C=1C=C(SC1)C(C)=O)(F)F (1-(4-(4-(Trifluoromethyl)phenyl)thien-2-yl)ethanone). The reactants are BrC=1C=C(SC1)C(C)=O ((4-bromothien-2-yl)ethanone), FC(C1=CC=C(C=C1)B(O)O)(F)F (4-trifluoromethylphenylboronic acid). Reported procedure: 1-(4-(4-(Trifluoromethyl)phenyl)thien-2-yl)ethanone is prepared from (4-bromothien-2-yl)ethanone and 4-trifluoromethylphenylboronic acid according to general procedure A. Reactants: CCO, CCOC(=O)c1cn(CCOC2CCCCO2)c(=O)cc1Nc1ccc(I)cc1F, [Na+], [OH-]. Yields the product O=C(O)c1cn(CCOC2CCCCO2)c(=O)cc1Nc1ccc(I)cc1F. RXN SMILES: [CH3:33][CH2:34][OH:35].[F:1][c:2]1[c:3]([NH:4][c:5]2[c:6]([C:21](=[O:22])[O:23][CH2:24][CH3:25])[cH:7][n:8]([CH2:12][CH2:13][O:14][CH:15]3[O:16][CH2:17][CH2:18][CH2:19][CH2:20]3)[c:9](=[O:11])[cH:10]2)[cH:26][cH:27][c:28]([I:30])[cH:29]1.[Na+:32].[OH-:31]>>[F:1][c:2]1[c:3]([NH:4][c:5]2[c:6]([C:21](=[O:22])[OH:23])[cH:7][n:8]([CH2:12][CH2:13][O:14][CH:15]3[O:16][CH2:17][CH2:18][CH2:19][CH2:20]3)[c:9](=[O:11])[cH:10]2)[cH:26][cH:27][c:28]([I:30])[cH:29]1.